describe an organic reaction: reactants, conditions, products, and yield From a dataset of the Open Reaction Database (ORD), a public repository of structured organic reaction records. Reactants: IC1=NN(C2=CC(=CC=C12)C=O)COCC[Si](C)(C)C (3-iodo-1-((2-(trimethylsilyl)ethoxy)methyl)-1H-indazole-6-carbaldehyde), C1(CC1)B(O)O (cyclopropylboronic acid), [O-]P(=O)([O-])[O-].[K+].[K+].[K+] (K3PO4). The reagents and catalysts are C=1C=CC(=CC1)[P](C=2C=CC=CC2)(C=3C=CC=CC3)[Pd]([P](C=4C=CC=CC4)(C=5C=CC=CC5)C=6C=CC=CC6)([P](C=7C=CC=CC7)(C=8C=CC=CC8)C=9C=CC=CC9)[P](C=1C=CC=CC1)(C=1C=CC=CC1)C=1C=CC=CC1 (Pd(PPh3)4). Solvent: C1(=CC=CC=C1)C (PhMe), O (H2O). Run at temperature 97.5 celsius, time 1 day. The product is C1(CC1)C1=NN(C2=CC(=CC=C12)C=O)COCC[Si](C)(C)C (3-cyclopropyl-1-((2-(trimethylsilyl)ethoxy)methyl)-1H-indazole-6-carbaldehyde). The yield is 105.3%. As a reaction SMILES: I[C:2]1[C:10]2[C:5](=[CH:6][C:7]([CH:11]=[O:12])=[CH:8][CH:9]=2)[N:4]([CH2:13][O:14][CH2:15][CH2:16][Si:17]([CH3:20])([CH3:19])[CH3:18])[N:3]=1.[CH:21]1(B(O)O)[CH2:23][CH2:22]1.[O-]P([O-])([O-])=O.[K+].[K+].[K+]>C1(C)C=CC=CC=1.O.C1C=CC([P]([Pd]([P](C2C=CC=CC=2)(C2C=CC=CC=2)C2C=CC=CC=2)([P](C2C=CC=CC=2)(C2C=CC=CC=2)C2C=CC=CC=2)[P](C2C=CC=CC=2)(C2C=CC=CC=2)C2C=CC=CC=2)(C2C=CC=CC=2)C2C=CC=CC=2)=CC=1>[CH:21]1([C:2]2[C:10]3[C:5](=[CH:6][C:7]([CH:11]=[O:12])=[CH:8][CH:9]=3)[N:4]([CH2:13][O:14][CH2:15][CH2:16][Si:17]([CH3:20])([CH3:19])[CH3:18])[N:3]=2)[CH2:23][CH2:22]1 |f:2.3.4.5,^1:46,48,67,86|. Procedure: A degassed mixture of 3-iodo-1-((2-(trimethylsilyl)ethoxy)methyl)-1H-indazole-6-carbaldehyde (51 mg, 0.12 mmol), cyclopropylboronic acid (21 mg, 0.24 mmol), powdered K3PO4 (103 mg, 0.48 mmol) and Pd(PPh3)4 (10 mg, 0.009 mmol) in PhMe (2 mL) and H2O (0.1 mL) was heated with stirring in a sealed tube under Ar at 95-100° C. for 1 d. The crude mixture was concentrated and purified by prepTLC (SiO2 5:1 hexanes/EtOAc) to provide the title compound as a clear oil (40 mg, quant): 1H NMR (400 MHz, CDCl3)... Starting materials: [BH4-].[Na+] (sodium borohydride), ClC1=CC(=C(C=C1OC)N1C(N(CC1=O)C)=O)F (3-(4-chloro-2-fluoro-5-methoxyphenyl)-1-methyl-imidazolidine-2,4-dione), ice water. The solvent is CO (methanol). Reaction conditions: temperature 30 celsius, time 1 hour. Product: ClC1=CC(=C(C=C1OC)N1C(N(CC1O)C)=O)F (3-(4-chloro-2-fluoro-5-methoxyphenyl)-4-hydroxy-1-methylimidazolidin-2-one). The yield is 91.7%. As a reaction SMILES: [Cl:1][C:2]1[C:7]([O:8][CH3:9])=[CH:6][C:5]([N:10]2[C:14](=[O:15])[CH2:13][N:12]([CH3:16])[C:11]2=[O:17])=[C:4]([F:18])[CH:3]=1.[BH4-].[Na+]>CO>[Cl:1][C:2]1[C:7]([O:8][CH3:9])=[CH:6][C:5]([N:10]2[CH:14]([OH:15])[CH2:13][N:12]([CH3:16])[C:11]2=[O:17])=[C:4]([F:18])[CH:3]=1 |f:1.2|. Procedure details: 27.3 g (0.10 mol) of 3-(4-chloro-2-fluoro-5-methoxyphenyl)-1-methyl-imidazolidine-2,4-dione are dissolved in 200 ml of methanol, and 5.7 g (0.15 mol) of sodium borohydride are added in portions at a rate such that the temperature increases to 30°-35° C. When the addition is complete, the mixture is stirred for a further 1 hour at 30° C. The mixture is poured into 500 ml of ice-water, and the precipitate which deposits is filtered off under suction. After drying, 25.2 g (92% of theory) of 3-(4-ch... The reactants are ClC=1C(N(S(C1C1=CC=CC=C1)(=O)=O)CCOC)=O (4-chloro-2-(2-methoxyethyl)-5-phenylisothiazol-3(2H)-one 1,1-dioxide), C1(=CC=CC=2CCCCC12)N (5,6,7,8-tetrahydronaphthalen-1-amine), H+. Product: COCCN1S(C(=C(C1=O)NC1=CC=CC=2CCCCC12)C1=CC=CC=C1)(=O)=O (2-(2-Methoxyethyl)-5-phenyl-4-(5,6,7,8-tetrahydronaphthalen-1-ylamino)isothiazol-3(2H)-one 1,1-dioxide). RXN SMILES: Cl[C:2]1[C:3](=[O:19])[N:4]([CH2:15][CH2:16][O:17][CH3:18])[S:5](=[O:14])(=[O:13])[C:6]=1[C:7]1[CH:12]=[CH:11][CH:10]=[CH:9][CH:8]=1.[C:20]1([NH2:30])[C:29]2[CH2:28][CH2:27][CH2:26][CH2:25][C:24]=2[CH:23]=[CH:22][CH:21]=1>>[CH3:18][O:17][CH2:16][CH2:15][N:4]1[C:3](=[O:19])[C:2]([NH:30][C:20]2[C:29]3[CH2:28][CH2:27][CH2:26][CH2:25][C:24]=3[CH:23]=[CH:22][CH:21]=2)=[C:6]([C:7]2[CH:12]=[CH:11][CH:10]=[CH:9][CH:8]=2)[S:5]1(=[O:14])=[O:13]. Procedure: The title compound was prepared from 4-chloro-2-(2-methoxyethyl)-5-phenylisothiazol-3(2H)-one 1,1-dioxide and 5,6,7,8-tetrahydronaphthalen-1-amine in a similar manner as described for e.g. Examples 9 and 13. 1H NMR (400 MHz, CD3CN): δ 7.37 (bs, 1H), 7.20-7.15 (m, 1H), 7.11-7.01 (m, 4H), 6.75 (d, 1H), 6.70 (t, 1H), 6.63-6.60 (m, 1H), 3.90 (t, 2H), 3.72 (t, 2H), 3.38 (s, 3H), 2.60-2.54 (m, 4H), 1.76-1.69 (m, 2H), 1.66-1.59 (m, 2H); Mass Spectrum: M+H+ 413. The reactants are O (water), C12(CC3CC(CC(C1)C3)C2)C=2C=C(C(=O)COC=3C=C(C(=O)OC)C=CC3C)C=CC2OC (methyl 3[(3-(1-adamantyl)-4-methoxybenzoyl)methyloxy]-4-methylbenzoate), C(C1=CC=CC=C1)(=O)OOC(C1=CC=CC=C1)=O (benzoyl peroxide), C(C1=CC=CC=C1)(=O)OOC(C1=CC=CC=C1)=O (Benzoyl peroxide), BrN1C(CCC1=O)=O (N-bromosuccinimide). Solvent: ClCCl (dichloromethane), C(Cl)(Cl)(Cl)Cl (carbon tetrachloride). Product: C12(CC3CC(CC(C1)C3)C2)C=2C=C(C(=O)COC=3C=C(C(=O)OC)C=CC3CBr)C=CC2OC (methyl 3-[(3-(1-adamantyl)-4-methoxybenzoyl)methyloxy]-4-bromomethylbenzoate). Yield: 34.0%. Reaction SMILES: [C:1]12([C:11]3[CH:12]=[C:13]([CH:29]=[CH:30][C:31]=3[O:32][CH3:33])[C:14]([CH2:16][O:17][C:18]3[CH:19]=[C:20]([CH:25]=[CH:26][C:27]=3[CH3:28])[C:21]([O:23][CH3:24])=[O:22])=[O:15])[CH2:10][CH:5]3[CH2:6][CH:7]([CH2:9][CH:3]([CH2:4]3)[CH2:2]1)[CH2:8]2.C(OOC(=O)C1C=CC=CC=1)(=O)C1C=CC=CC=1.[Br:52]N1C(=O)CCC1=O.O>C(Cl)(Cl)(Cl)Cl.ClCCl>[C:1]12([C:11]3[CH:12]=[C:13]([CH:29]=[CH:30][C:31]=3[O:32][CH3:33])[C:14]([CH2:16][O:17][C:18]3[CH:19]=[C:20]([CH:25]=[CH:26][C:27]=3[CH2:28][Br:52])[C:21]([O:23][CH3:24])=[O:22])=[O:15])[CH2:8][CH:7]3[CH2:9][CH:3]([CH2:4][CH:5]([CH2:6]3)[CH2:10]1)[CH2:2]2. Procedure details: A solution of methyl 3[(3-(1-adamantyl)-4-methoxybenzoyl)methyloxy]-4-methylbenzoate (2.36 g, 5.26 mmol) and benzoyl peroxide (0.02 g) in carbon tetrachloride (50 ml) was heated to reflux. Benzoyl peroxide (0.03 g) and N-bromosuccinimide (1.05 g, 5.9 mmol) were added. The mixture was heated for four hours at reflux. 50 ml of water and 50 ml of dichloromethane were added. After separation of the phases once settling had taken place, the organic phase was washed twice with 50 ml of water and dried... The reactants are NC1=CC=CC=C1 (aniline), NC(=O)N (urea), C12CN(CC(CC1)O2)C2=C1C(=NC(=N2)C2=CC=C(C=C2)NC(=O)NCC)N(N=C1)C1CCN(CC1)C(=O)OCC (ethyl 4-(4-(8-oxa-3-azabicyclo[3.2.1]octan-3-yl)-6-(4-(3-ethylureido)phenyl)-1H-pyrazolo[3,4-d]pyrimidin-1-yl)piperidine-1-carboxylate), CN (methylamine). The product is C12COCC(CC1)N2C2=C1C(=NC(=N2)C2=CC=C(C=C2)NC(=O)NC)N(N=C1)CC (1-(4-(4-(3-oxa-8-azabicyclo[3.2.1]octan-8-yl)-1-ethyl-1H-pyrazolo[3,4-d]pyrimidin-6-yl)phenyl)-3-methylurea). As a reaction SMILES: NC(N)=O.[CH:5]12[O:12][CH:9](CC1)[CH2:8][N:7]([C:13]1[N:18]=[C:17]([C:19]3[CH:24]=[CH:23][C:22]([NH:25][C:26]([NH:28][CH2:29]C)=[O:27])=[CH:21][CH:20]=3)[N:16]=[C:15]3[N:31]([CH:34]4[CH2:39]CN(C(OCC)=O)CC4)[N:32]=[CH:33][C:14]=13)[CH2:6]2.CN.N[C:48]1C=CC=C[CH:49]=1>>[CH:8]12[N:7]([C:13]3[N:18]=[C:17]([C:19]4[CH:20]=[CH:21][C:22]([NH:25][C:26]([NH:28][CH3:29])=[O:27])=[CH:23][CH:24]=4)[N:16]=[C:15]4[N:31]([CH2:34][CH3:39])[N:32]=[CH:33][C:14]=34)[CH:6]([CH2:48][CH2:49]1)[CH2:5][O:12][CH2:9]2. Procedure details: A urea formation procedure similar to that used for the synthesis of ethyl 4-(4-(8-oxa-3-azabicyclo[3.2.1]octan-3-yl)-6-(4-(3-ethylureido)phenyl)-1H-pyrazolo[3,4-d]pyrimidin-1-yl)piperidine-1-carboxylate is used, utilizing methylamine (2M in THF) as the aniline component. (51%, MS=408.4 (M+H)) The reactants are ClC=1C=C2C(=C(NC2=CC1)C(=O)C1=NC=CC(=C1)C)CC(=O)O ([5-Chloro-2-(4-methylpyridine-2-carbonyl)-1H-indol-3-yl]acetic Acid), NCCO (2-aminoethanol). Product: ClC=1C=C2C(=C(NC2=CC1)C(=O)C1=NC=CC(=C1)C)CC(=O)NCCO ([5-Chloro-2-(4-methylpyridine-2-carbonyl)-1H-indol-3-yl]-N-(2-hydroxyethyl)acetamide). Reaction SMILES: [Cl:1][C:2]1[CH:3]=[C:4]2[C:8](=[CH:9][CH:10]=1)[NH:7][C:6]([C:11]([C:13]1[CH:18]=[C:17]([CH3:19])[CH:16]=[CH:15][N:14]=1)=[O:12])=[C:5]2[CH2:20][C:21]([OH:23])=O.[NH2:24][CH2:25][CH2:26][OH:27]>>[Cl:1][C:2]1[CH:3]=[C:4]2[C:8](=[CH:9][CH:10]=1)[NH:7][C:6]([C:11]([C:13]1[CH:18]=[C:17]([CH3:19])[CH:16]=[CH:15][N:14]=1)=[O:12])=[C:5]2[CH2:20][C:21]([NH:24][CH2:25][CH2:26][OH:27])=[O:23]. Procedure details: The title compound was prepared according to the procedure described in Example 43 from [5-chloro-2-(4-methylpyridine)-1H-indol-3-yl]acetic acid (Example 36) and 2-aminoethanol. Starting materials: NC(C=1C=C(CN(C)CC(=O)OC(C)(C)C)C=CC1)=NO (tert-butyl [{3-[amino(hydroxyimino)methyl]benzyl}(methyl)amino]acetate), CC1N(CCCC1)C1=C(C=C(C(=O)O)C=C1)NS(=O)(=O)C (4-(2-methylpiperidin-1-yl)-3-[(methylsulfonyl)amino]benzoic acid). Yields the product CN(CC(=O)OC(C)(C)C)CC1=CC(=CC=C1)C1=NOC(=N1)C1=CC(=C(C=C1)N1C(CCCC1)C)NS(=O)(=O)C (tert-butyl N-methyl-N-[3-(5-{4-(2-methylpiperidin-1-yl)-3-[(methylsulfonyl)amino]phenyl}-1,2,4-oxadiazol-3-yl)benzyl]glycinate). Reaction SMILES: [NH2:1][C:2](=[N:20][OH:21])[C:3]1[CH:4]=[C:5]([CH:17]=[CH:18][CH:19]=1)[CH2:6][N:7]([CH2:9][C:10]([O:12][C:13]([CH3:16])([CH3:15])[CH3:14])=[O:11])[CH3:8].[CH3:22][CH:23]1[CH2:28][CH2:27][CH2:26][CH2:25][N:24]1[C:29]1[CH:37]=[CH:36][C:32]([C:33](O)=O)=[CH:31][C:30]=1[NH:38][S:39]([CH3:42])(=[O:41])=[O:40]>>[CH3:8][N:7]([CH2:6][C:5]1[CH:17]=[CH:18][CH:19]=[C:3]([C:2]2[N:1]=[C:33]([C:32]3[CH:36]=[CH:37][C:29]([N:24]4[CH2:25][CH2:26][CH2:27][CH2:28][CH:23]4[CH3:22])=[C:30]([NH:38][S:39]([CH3:42])(=[O:41])=[O:40])[CH:31]=3)[O:21][N:20]=2)[CH:4]=1)[CH2:9][C:10]([O:12][C:13]([CH3:15])([CH3:16])[CH3:14])=[O:11]. Reported procedure: The title compound was prepared following procedure described for example 4, step 1, but starting from Intermediate 51 (440.05 mg; 1.50 mmol), and Intermediate 25 (562.30 mg; 1.80 mmol). The reaction mixture was filtered through a SPE NH2 column (2 g) and rinsed with ACN. The filtrate was passed through a SPE SCX column (2 g) and rinsed with ACN. After evaporation of the solvents, the crude product was purified by flash chromatography over Alumina column (c-hex/EtOAc: 9.5/0.5), affording the tit... Reactants: FC(C(=O)O)(F)F (Trifluoroacetic acid), COC=1C=C(C=CC1[N+](=O)[O-])C=1C=CC2=C(NC3=C(NC2=O)C=C(C=C3)CC(=O)N3CC(CC3)NC(OC(C)(C)C)=O)C1 (tert-butyl 1-{[3-(3-methoxy-4-nitrophenyl)-11-oxo-10,11-dihydro-5H-dibenzo[b,e][1,4]diazepin-8-yl]acetyl}pyrrolidin-3-ylcarbamate). The solvent is C(Cl)Cl (CH2Cl2). Conditions: time 5 hour. Yields the product NC1CN(CC1)C(CC=1C=CC2=C(NC(C3=C(N2)C=C(C=C3)C3=CC(=C(C=C3)[N+](=O)[O-])OC)=O)C1)=O (8-[2-(3-aminopyrrolidin-1-yl)-2-oxoethyl]-3-(3-methoxy-4-nitrophenyl)-5,10-dihydro-11H-dibenzo[b,e][1,4]diazepin-11-one). Yield: 85.5%. RXN SMILES: FC(F)(F)C(O)=O.[CH3:8][O:9][C:10]1[CH:11]=[C:12]([C:19]2[CH:20]=[CH:21][C:22]3[C:28](=[O:29])[NH:27][C:26]4[CH:30]=[C:31]([CH2:34][C:35]([N:37]5[CH2:41][CH2:40][CH:39]([NH:42]C(=O)OC(C)(C)C)[CH2:38]5)=[O:36])[CH:32]=[CH:33][C:25]=4[NH:24][C:23]=3[CH:50]=2)[CH:13]=[CH:14][C:15]=1[N+:16]([O-:18])=[O:17]>C(Cl)Cl>[NH2:42][CH:39]1[CH2:40][CH2:41][N:37]([C:35](=[O:36])[CH2:34][C:31]2[CH:32]=[CH:33][C:25]3[NH:24][C:23]4[CH:50]=[C:19]([C:12]5[CH:13]=[CH:14][C:15]([N+:16]([O-:18])=[O:17])=[C:10]([O:9][CH3:8])[CH:11]=5)[CH:20]=[CH:21][C:22]=4[C:28](=[O:29])[NH:27][C:26]=3[CH:30]=2)[CH2:38]1. Procedure details: Trifluoroacetic acid (2 mL) was added to a solution of Example 365 (35 mg, 0.06 mmol) in CH2Cl2 (3 mL) and stirred at room temperature for 5 hours. Concentrated under vacuum. Residue was purified by preparative HPLC to provide 25 mg (70%) of the desired product as the trifluoroacetate salt. MS (DCI) m/e 488 (M+H)+, 1H NMR (500 MHz, DMSO-d6): □ 9.87 (s, 1H), 7.99-8.08 (m, 4H), 7.95 (s, 1H), 7.80 (d, J=8.42 Hz, 1H), 7.52 (s, 1H), 7.36 (s, 1H), 7.34 (dd, J=8.42, 1.56 Hz, 1H), 7.30 (dd, J=8.11, 1.25...